This data is from the Open Reaction Database (ORD), a public repository of structured organic reaction records. The task is: describe an organic reaction: reactants, conditions, products, and yield Reactants: CC(C)C(NC(=O)OCc1ccccc1)C(=O)OCc1ccc(C=O)o1, CC#N, [O-][Cl+][O-], [Na+], [Na+], O=C([O-])O, O. Yields the product CC(C)C(NC(=O)OCc1ccccc1)C(=O)OCc1ccc(C(=O)O)o1. RXN SMILES: [CH2:5]([c:6]1[cH:7][cH:8][cH:9][cH:10][cH:11]1)[O:12][C:13](=[O:14])[NH:15][CH:16]([CH:17]([CH3:18])[CH3:19])[C:20](=[O:21])[O:22][CH2:23][c:24]1[cH:25][cH:26][c:27]([CH:29]=[O:30])[o:28]1.[CH3:37][C:38]#[N:39].[Cl+:1]([O-:2])[O-:3].[Na+:35].[Na+:4].[O-:31][C:32]([OH:33])=[O:34].[OH2:36]>>[CH2:5]([c:6]1[cH:7][cH:8][cH:9][cH:10][cH:11]1)[O:12][C:13](=[O:14])[NH:15][CH:16]([CH:17]([CH3:18])[CH3:19])[C:20](=[O:21])[O:22][CH2:23][c:24]1[cH:25][cH:26][c:27]([C:29](=[O:30])[OH:31])[o:28]1. The reactants are O (water), N1CCC(CC1)N1CCOCC1 (4-piperidin-4-ylmorpholine), C(=O)([O-])[O-].[K+].[K+] (K2CO3), ClC1=NC=C(C=N1)C=1C=C(CN(C(CNC(OC(C)(C)C)=O)=O)C)C=CC1 (tert-butyl (2-{[3-(2-Chloropyrimidin-5-yl)benzyl](methyl)amino}-2-oxoethyl)carbamate). Run in CN(C)C=O (DMF). Reaction conditions: time 3 day. The product is CN(C(CNC(OC(C)(C)C)=O)=O)CC1=CC(=CC=C1)C=1C=NC(=NC1)N1CCC(CC1)N1CCOCC1 (tert-butyl [2-(methyl{3-[2-(4-morpholin-4-ylpiperidin-1-yl)pyrimidin-5-yl]benzyl}amino)-2-oxoethyl]carbamate). Isolated yield 84.9%. Reaction SMILES: Cl[C:2]1[N:7]=[CH:6][C:5]([C:8]2[CH:9]=[C:10]([CH:25]=[CH:26][CH:27]=2)[CH2:11][N:12]([CH3:24])[C:13](=[O:23])[CH2:14][NH:15][C:16](=[O:22])[O:17][C:18]([CH3:21])([CH3:20])[CH3:19])=[CH:4][N:3]=1.[NH:28]1[CH2:33][CH2:32][CH:31]([N:34]2[CH2:39][CH2:38][O:37][CH2:36][CH2:35]2)[CH2:30][CH2:29]1.C([O-])([O-])=O.[K+].[K+].O>CN(C=O)C>[CH3:24][N:12]([CH2:11][C:10]1[CH:25]=[CH:26][CH:27]=[C:8]([C:5]2[CH:4]=[N:3][C:2]([N:28]3[CH2:33][CH2:32][CH:31]([N:34]4[CH2:39][CH2:38][O:37][CH2:36][CH2:35]4)[CH2:30][CH2:29]3)=[N:7][CH:6]=2)[CH:9]=1)[C:13](=[O:23])[CH2:14][NH:15][C:16](=[O:22])[O:17][C:18]([CH3:21])([CH3:20])[CH3:19] |f:2.3.4|. Procedure details: tert-butyl (2-{[3-(2-Chloropyrimidin-5-yl)benzyl](methyl)amino}-2-oxoethyl)carbamate (250 mg) was dissolved in DMF (5 ml), and 4-piperidin-4-ylmorpholine (218 mg) and K2CO3 (265 mg) were added thereto, followed by stirring at room temperature for 3 days. To the reaction mixture was added water, followed by extraction with EtOAc, and then the organic layer was dried over MgSO4 and evaporated under reduced pressure. The obtained residue was purified by silica gel column chromatography (0% to 5% Me... Reactants: COCCOC (DME), Si-Thiol, BrC=1C(=NC=C(C(=O)NC2=CC=C(C=C2)OC(F)(F)F)C1)N1C[C@@](CC1)(C)O ((S)-5-Bromo-6-(3-hydroxy-3-methylpyrrolidin-1-yl)-N-(4-(trifluoromethoxy)phenyl)nicotinamide), N1=CN=CC(=C1)B(O)O (pyrimidin-5-ylboronic acid), C(=O)([O-])[O-].[Na+].[Na+] (Na2CO3). The reagents and catalysts are Cl[Pd]([P](C1=CC=CC=C1)(C2=CC=CC=C2)C3=CC=CC=C3)([P](C4=CC=CC=C4)(C5=CC=CC=C5)C6=CC=CC=C6)Cl (Pd(PPh3)2Cl2). Solvent: CCO (EtOH), O (water). Yields the product O[C@@]1(CN(CC1)C1=NC=C(C(=O)NC2=CC=C(C=C2)OC(F)(F)F)C=C1C=1C=NC=NC1)C ((S)-6-(3-Hydroxy-3-methylpyrrolidin-1-yl)-5-(pyrimidin-5-yl)-N-(4-(trifluoromethoxy)phenyl)nicotinamide). Reaction SMILES: Br[C:2]1[C:3]([N:22]2[CH2:26][CH2:25][C@@:24]([OH:28])([CH3:27])[CH2:23]2)=[N:4][CH:5]=[C:6]([CH:21]=1)[C:7]([NH:9][C:10]1[CH:15]=[CH:14][C:13]([O:16][C:17]([F:20])([F:19])[F:18])=[CH:12][CH:11]=1)=[O:8].[N:29]1[CH:34]=[C:33](B(O)O)[CH:32]=[N:31][CH:30]=1.C([O-])([O-])=O.[Na+].[Na+].COCCOC>Cl[Pd](Cl)([P](C1C=CC=CC=1)(C1C=CC=CC=1)C1C=CC=CC=1)[P](C1C=CC=CC=1)(C1C=CC=CC=1)C1C=CC=CC=1.CCO.O>[OH:28][C@@:24]1([CH3:27])[CH2:25][CH2:26][N:22]([C:3]2[C:2]([C:33]3[CH:34]=[N:29][CH:30]=[N:31][CH:32]=3)=[CH:21][C:6]([C:7]([NH:9][C:10]3[CH:15]=[CH:14][C:13]([O:16][C:17]([F:20])([F:19])[F:18])=[CH:12][CH:11]=3)=[O:8])=[CH:5][N:4]=2)[CH2:23]1 |f:2.3.4,^1:52,71|. Procedure details: (S)-5-Bromo-6-(3-hydroxy-3-methylpyrrolidin-1-yl)-N-(4-(trifluoromethoxy)phenyl)nicotinamide (Stage 65.1, 60 mg, 0.130 mmol), pyrimidin-5-ylboronic acid (32.3 mg, 0.261 mmol), Pd(PPh3)2Cl2 (9.15 mg, 0.013 mmol) and Na2CO3 (41.5 mg, 0.391 mmol) were added to a MW vial and treated with a mixture of DME (553 μL), water (158 μL) and EtOH (79 μL). The vial was sealed, evacuated/purged with argon and was subjected to MW irradiation at 120° C. for 10 min. The RM was diluted with DME (2 mL), treated wit...